From a dataset of the Open Reaction Database (ORD), a public repository of structured organic reaction records. describe an organic reaction: reactants, conditions, products, and yield The reactants are O=C([O-])[O-], CCOC(=O)c1ccccc1Oc1ccc(CCCO)c(O)c1, CCCCCCCCCCI, CCC(C)=O, [K+], [K+]. Yields the product CCCCCCCCCCOc1cc(Oc2ccccc2C(=O)OCC)ccc1CCCO. RXN SMILES: [C:35](=[O:36])([O-:37])[O-:38].[CH2:1]([CH3:2])[O:3][C:4]([c:5]1[c:6]([O:11][c:12]2[cH:13][c:14]([OH:22])[c:15]([CH2:18][CH2:19][CH2:20][OH:21])[cH:16][cH:17]2)[cH:7][cH:8][cH:9][cH:10]1)=[O:23].[CH2:24]([CH2:25][CH2:26][CH2:27][CH2:28][CH2:29][CH2:30][CH2:31][CH2:32][CH3:33])[I:34].[CH2:41]([C:42]([CH3:43])=[O:44])[CH3:45].[K+:39].[K+:40]>>[CH2:1]([CH3:2])[O:3][C:4]([c:5]1[c:6]([O:11][c:12]2[cH:13][c:14]([O:22][CH2:24][CH2:25][CH2:26][CH2:27][CH2:28][CH2:29][CH2:30][CH2:31][CH2:32][CH3:33])[c:15]([CH2:18][CH2:19][CH2:20][OH:21])[cH:16][cH:17]2)[cH:7][cH:8][cH:9][cH:10]1)=[O:23]. Starting materials: N1(CCOCC1)CCOC1=CC=C(C=C1)N (4-(2-morpholin-4-yl-ethoxy)-phenylamine), COC(C=1C(C(=O)OC)=C(C=CC1)I)=O (3-iodophthalic acid dimethyl ester), C=1C=CC(=CC1)P(C=2C=CC=CC2)C3=CC=C4C=CC=CC4=C3C5=C6C=CC=CC6=CC=C5P(C=7C=CC=CC7)C=8C=CC=CC8 (rac-BINAP), C([O-])([O-])=O.[Cs+].[Cs+] (cesium carbonate). The reagents and catalysts are C=1C=CC(=CC1)/C=C/C(=O)/C=C/C2=CC=CC=C2.C=1C=CC(=CC1)/C=C/C(=O)/C=C/C2=CC=CC=C2.C=1C=CC(=CC1)/C=C/C(=O)/C=C/C2=CC=CC=C2.[Pd].[Pd] (Pd2(dba)3). Solvent: C1(=CC=CC=C1)C (toluene), C(Cl)Cl (CH2Cl2). The product is COC(C=1C(C(=O)OC)=C(C=CC1)NC1=CC=C(C=C1)OCCN1CCOCC1)=O (3-[4-(2-Morpholin-4-yl-ethoxy)-phenylamino]-phthalic acid dimethyl ester). Yield: 70.0%. RXN SMILES: [N:1]1([CH2:7][CH2:8][O:9][C:10]2[CH:15]=[CH:14][C:13]([NH2:16])=[CH:12][CH:11]=2)[CH2:6][CH2:5][O:4][CH2:3][CH2:2]1.[CH3:17][O:18][C:19](=[O:31])[C:20]1[C:21](=[C:26](I)[CH:27]=[CH:28][CH:29]=1)[C:22]([O:24][CH3:25])=[O:23].C1C=CC(P(C2C(C3C(P(C4C=CC=CC=4)C4C=CC=CC=4)=CC=C4C=3C=CC=C4)=C3C(C=CC=C3)=CC=2)C2C=CC=CC=2)=CC=1.C(=O)([O-])[O-].[Cs+].[Cs+]>C1(C)C=CC=CC=1.C(Cl)Cl.C1C=CC(/C=C/C(/C=C/C2C=CC=CC=2)=O)=CC=1.C1C=CC(/C=C/C(/C=C/C2C=CC=CC=2)=O)=CC=1.C1C=CC(/C=C/C(/C=C/C2C=CC=CC=2)=O)=CC=1.[Pd].[Pd]>[CH3:25][O:24][C:22](=[O:23])[C:21]1[C:20](=[C:29]([NH:16][C:13]2[CH:14]=[CH:15][C:10]([O:9][CH2:8][CH2:7][N:1]3[CH2:6][CH2:5][O:4][CH2:3][CH2:2]3)=[CH:11][CH:12]=2)[CH:28]=[CH:27][CH:26]=1)[C:19]([O:18][CH3:17])=[O:31] |f:3.4.5,8.9.10.11.12|. Procedure details: A mixture of 4-(2-morpholin-4-yl-ethoxy)-phenylamine (1.4 g, 6.2 mmol), 3-iodophthalic acid dimethyl ester (2.0 g, 6.2 mmol), Pd2(dba)3 (0.26 g, 0.28 mmol), rac-BINAP (0.12 g, 0.19 mmol), and cesium carbonate (2.8 g, 8.6 mmol), in 12 mL toluene was heated to reflux under nitrogen for 16 hours. The reaction mixture was cooled, diluted with CH2Cl2 (20 mL), and filtered through Celite, and the filter was washed with additional CH2Cl2 (60 mL). The filtrate was evaporated in vacuo, and the residue wa... Starting materials: COC(=O)c1ccc(C#CCNC(=O)OC(C)(C)C)o1, CO. The product is COC(=O)c1ccc(CCCNC(=O)OC(C)(C)C)o1. RXN SMILES: [CH3:1][O:2][C:3](=[O:4])[c:5]1[o:6][c:7]([C:10]#[C:11][CH2:12][NH:13][C:14](=[O:15])[O:16][C:17]([CH3:18])([CH3:19])[CH3:20])[cH:8][cH:9]1.[CH3:21][OH:22]>>[CH3:1][O:2][C:3](=[O:4])[c:5]1[o:6][c:7]([CH2:10][CH2:11][CH2:12][NH:13][C:14](=[O:15])[O:16][C:17]([CH3:18])([CH3:19])[CH3:20])[cH:8][cH:9]1. Reactants: C(Cl)(Cl)Cl.CCCCCC (chloroform hexane), C1OC2(C3=C(C=CC4=C2C=CC(=C4)CC(=O)O)C=CC=C3)OC1 (2-(5,5-ethylenedioxy-5H-dibenzo[a,d]cyclohepten-2-yl)acetic acid). Run in CC(=O)C.CCCCCC (acetone hexane). The product is C1=C(C=CC=2C(C3=C(C=CC21)C=CC=C3)=O)CC(=O)O (2-(5H-dibenzo[a,d]cyclohepten-5-on-2-yl)acetic acid). As a reaction SMILES: C(Cl)(Cl)Cl.CCCCCC.C1CO[C:13]2([C:19]3[CH:20]=[CH:21][C:22]([CH2:24][C:25]([OH:27])=[O:26])=[CH:23][C:18]=3[CH:17]=[CH:16][C:15]3[CH:28]=[CH:29][CH:30]=[CH:31][C:14]2=3)[O:12]1>CC(C)=O.CCCCCC>[CH:23]1[C:18]2[CH:17]=[CH:16][C:15]3[CH:28]=[CH:29][CH:30]=[CH:31][C:14]=3[C:13](=[O:12])[C:19]=2[CH:20]=[CH:21][C:22]=1[CH2:24][C:25]([OH:27])=[O:26] |f:0.1,3.4|. Reported procedure: 2.0 Gm. of 2-(5,5-ethylenedioxy-5H-dibenzo[a,d]cyclohepten-2-yl)propionic acid is dissolved in 20 ml. of acetone and to the solution is added 20 ml. of N-hydrochloric acid. The mixture is refluxed for 1 hour, then cooled, diluted with water, and extracted with ethyl acetate. The extract is washed, dried and evaporated to give a 90% yield of 2-(5H-dibenzo[a,d]cyclohepten-5-on-2-yl)propionic acid, m.p. (chloroform-hexane) 138°-139° C.; m.p. (acetone-hexane) 113°-115° C. Use of 2-(5,5-ethylenedioxy... The reactants are [BH4-].[Na+] (sodium borohydride), NC1=CC=C(C=C1)C1=NC(C(C1)C1=CC=NC=C1)(C)C (4-[2-(p-aminophenyl)-5,5-dimethyl-1-pyrrolin-4-yl]-pyridine), [BH4-].[Na+] (sodium borohydride). The solvent is CO (methanol). Reaction conditions: time 8 hour. The product is NC1=CC=C(C=C1)[C@@H]1C[C@@H](C(N1)(C)C)C1=CC=NC=C1 (4-[cis-5-(p-aminophenyl)-2,2-dimethyl-3-pyrrolidinyl]-pyridine). RXN SMILES: [BH4-].[Na+].[NH2:3][C:4]1[CH:9]=[CH:8][C:7]([C:10]2[CH2:14][CH:13]([C:15]3[CH:20]=[CH:19][N:18]=[CH:17][CH:16]=3)[C:12]([CH3:22])([CH3:21])[N:11]=2)=[CH:6][CH:5]=1>CO>[NH2:3][C:4]1[CH:9]=[CH:8][C:7]([C@H:10]2[NH:11][C:12]([CH3:22])([CH3:21])[C@@H:13]([C:15]3[CH:16]=[CH:17][N:18]=[CH:19][CH:20]=3)[CH2:14]2)=[CH:6][CH:5]=1 |f:0.1|. Procedure details: 0.55 G. of sodium borohydride are added to a solution of 1.85 g. of 4-[2-(p-aminophenyl)-5,5-dimethyl-1-pyrrolin-4-yl]-pyridine in 18.5 ml. of methanol and the mixture is stirred at room temperature for 2 hours. Then, an additional 0.55 g. of sodium borohydride are added and the reaction mixture is left to stand at room temperature overnight. The reaction mixture is then evaporated under reduced pressure and the resulting residue taken up in water and extracted three times with methylene chlorid... The reactants are OCC1=CC(=CS1)C(=O)O (5-hydroxymethyl-thiophene-3-carboxylic acid), OS(=O)(=O)O (H2SO4), CO (methanol). The solvent is O (water). The product is COC(=O)C1=CSC(=C1)CO (5-hydroxymethyl-thiophene-3-carboxylic acid methyl ester). The yield is 56.0%. Reaction SMILES: [OH:1][CH2:2][C:3]1[S:7][CH:6]=[C:5]([C:8]([OH:10])=[O:9])[CH:4]=1.OS(O)(=O)=O.[CH3:16]O>O>[CH3:16][O:9][C:8]([C:5]1[CH:4]=[C:3]([CH2:2][OH:1])[S:7][CH:6]=1)=[O:10]. Reported procedure: A mixture of 5-hydroxymethyl-thiophene-3-carboxylic acid (14.5 g, 91.7 mmol), concentrated H2SO4 (5.2 mL, 93.5 mmol) and methanol (250 mL) is heated to reflux for 3.5 h. After cooling, the mixture is poured into water and extracted with dichloromethane (3×). The combined extracts are washed successively with saturated aq NaCl, aq NaHCO3 and water followed by drying over Na2SO4, filtration and concentration in vacuo. The residue is purified by distillation to give 5-hydroxymethyl-thiophene-3-carb... The reactants are CCOC(=O)c1cc([SnH2]C(C)(C)C)on1, O=C(C=Cc1ccccc1)C=Cc1ccccc1, O=C(C=Cc1ccccc1)C=Cc1ccccc1, O=C(C=Cc1ccccc1)C=Cc1ccccc1, [F-], OCC=Cc1cccc(I)c1, [K+], CN(C)C=O, [Pd], [Pd], c1coc(P(c2ccco2)c2ccco2)c1. The product is CCOC(=O)c1cc(-c2cccc(C=CCO)c2)on1. Reaction SMILES: [C:1]([SnH2:2][c:6]1[cH:7][c:8]([C:11](=[O:12])[O:13][CH2:14][CH3:15])[n:9][o:10]1)([CH3:3])([CH3:4])[CH3:5].[CH:52](=[CH:53][C:54]([CH:55]=[CH:56][c:57]1[cH:58][cH:59][cH:60][cH:61][cH:62]1)=[O:63])[c:64]1[cH:65][cH:66][cH:67][cH:68][cH:69]1.[CH:70](=[CH:71][C:72]([CH:73]=[CH:74][c:75]1[cH:76][cH:77][cH:78][cH:79][cH:80]1)=[O:81])[c:82]1[cH:83][cH:84][cH:85][cH:86][cH:87]1.[CH:88](=[CH:89][C:90]([CH:91]=[CH:92][c:93]1[cH:94][cH:95][cH:96][cH:97][cH:98]1)=[O:99])[c:100]1[cH:101][cH:102][cH:103][cH:104][cH:105]1.[F-:43].[I:16][c:17]1[cH:18][c:19]([CH:23]=[CH:24][CH2:25][OH:26])[cH:20][cH:21][cH:22]1.[K+:44].[O:45]=[CH:46][N:47]([CH3:48])[CH3:49].[Pd:50].[Pd:51].[o:27]1[cH:28][cH:29][cH:30][c:31]1[P:32]([c:33]1[o:34][cH:35][cH:36][cH:37]1)[c:38]1[o:39][cH:40][cH:41][cH:42]1>>[c:6]1(-[c:17]2[cH:18][c:19]([CH:23]=[CH:24][CH2:25][OH:26])[cH:20][cH:21][cH:22]2)[cH:7][c:8]([C:11](=[O:12])[O:13][CH2:14][CH3:15])[n:9][o:10]1.